This data is from the Open Reaction Database (ORD), a public repository of structured organic reaction records. The task is: describe an organic reaction: reactants, conditions, products, and yield Reactants: OC1=C(C=C(C=C1I)C(=O)C1=CC=CC=C1)I ((4-hydroxy-3,5-diiodo-phenyl)-phenyl-methanone), ClS(=O)(=O)C1=CC(=C(C(=O)O)C=C1)O (4-chlorosulphonyl-2-hydroxybenzoic acid). Solvent: C1CCOC1 (THF). Product: C(C1=CC=CC=C1)(=O)C1=CC(=C(OS(=O)(=O)C2=CC(=C(C(=O)O)C=C2)O)C(=C1)I)I (4-(4-Benzoyl-2,6-diiodo-phenoxysulfonyl)-2-hydroxy-benzoic acid). Isolated yield 30.0%. Reaction SMILES: [OH:1][C:2]1[C:7]([I:8])=[CH:6][C:5]([C:9]([C:11]2[CH:16]=[CH:15][CH:14]=[CH:13][CH:12]=2)=[O:10])=[CH:4][C:3]=1[I:17].Cl[S:19]([C:22]1[CH:30]=[CH:29][C:25]([C:26]([OH:28])=[O:27])=[C:24]([OH:31])[CH:23]=1)(=[O:21])=[O:20]>C1COCC1>[C:9]([C:5]1[CH:4]=[C:3]([I:17])[C:2]([O:1][S:19]([C:22]2[CH:30]=[CH:29][C:25]([C:26]([OH:28])=[O:27])=[C:24]([OH:31])[CH:23]=2)(=[O:21])=[O:20])=[C:7]([I:8])[CH:6]=1)(=[O:10])[C:11]1[CH:16]=[CH:15][CH:14]=[CH:13][CH:12]=1. Procedure: The title compound was prepared according to the procedure in Example 4 using (4-hydroxy-3,5-diiodo-phenyl)-phenyl-methanone (0.346 g, 0.768 mmol) and 4-chlorosulphonyl-2-hydroxybenzoic acid (0.928 g, 3.92 mmol) in THF. Purification On Biotage KP-Sil, eluting with 10% MeOH/CHCl3 followed by crystallization from EtOAc/hexane gave 0.15 g (30%) of the title compound as an orange solid, mp 190° C. 1H NMR (DMSO-d6) δ 7.22-7.35 (m, 2H), 7.58 (t, 2H), 7.69-7.75 (m, 3H), 7.95 (d, 1H), 8.10 (s, 2H). IR (... Starting materials: C(C)(C)(C)OC(N(C1CN(C1)S(=O)(=O)C1=CC=C(C=C1)F)CC1=CC=CC=C1)=O (Benzyl-[1-(4-fluoro-benzenesulfonyl)-azetidin-3-yl]-carbamicacid tert-butyl ester), C(CCC)N (butylamine), C([O-])([O-])=O.[K+].[K+] (potassium carbonate). Solvent: CN1CCCN(C1=O)C (N,N′-dimethylpropyleneurea), O (water). Run at temperature 50 celsius, time 2 day. Product: C(C)(C)(C)OC(N(C1CN(C1)S(=O)(=O)C1=CC=C(C=C1)NCCCC)CC1=CC=CC=C1)=O (Benzyl-[1-(4-butylamino-benzenesulfonyl)-azetidin-3-yl]-carbamicacid tert-Butyl Ester). Isolated yield 97.1%. Reaction SMILES: [C:1]([O:5][C:6](=[O:29])[N:7]([CH2:22][C:23]1[CH:28]=[CH:27][CH:26]=[CH:25][CH:24]=1)[CH:8]1[CH2:11][N:10]([S:12]([C:15]2[CH:20]=[CH:19][C:18](F)=[CH:17][CH:16]=2)(=[O:14])=[O:13])[CH2:9]1)([CH3:4])([CH3:3])[CH3:2].[CH2:30]([NH2:34])[CH2:31][CH2:32][CH3:33].C(=O)([O-])[O-].[K+].[K+]>CN1C(=O)N(C)CCC1.O>[C:1]([O:5][C:6](=[O:29])[N:7]([CH2:22][C:23]1[CH:28]=[CH:27][CH:26]=[CH:25][CH:24]=1)[CH:8]1[CH2:11][N:10]([S:12]([C:15]2[CH:20]=[CH:19][C:18]([NH:34][CH2:30][CH2:31][CH2:32][CH3:33])=[CH:17][CH:16]=2)(=[O:14])=[O:13])[CH2:9]1)([CH3:4])([CH3:3])[CH3:2] |f:2.3.4|. Procedure: To a solution of Benzyl-[1-(4-fluoro-benzenesulfonyl)-azetidin-3-yl]-carbamicacid tert-butyl ester (0.21 g, 0.5 mmol) in N,N′-dimethylpropyleneurea (0.5 ml) was added butylamine (0.15 g, 2 mmol) and potassium carbonate (0.07 g, 0.5 mmol), and the mixture was stirred at 50° C. for 2 days. It was then cooled to room temperature and diluted with water (20 ml). The aqueous phase was removed, and the residue dissolved in ether (20 ml). The ether solution was washed with 0.5 N HCl, saturated sodium bi... Reactants: O=C([O-])O, COCCN(CCOC)S(F)(F)F, ClCCl, CC(C)(C)OC(=O)NC1=NC2(c3cc([N+](=O)[O-])ccc3F)COC(CO)CC2CS1, COC1COCC2(c3cc(N)ccc3F)N=C(NC(=O)OC(C)(C)C)SCC12, [Na+]. Product: CC(C)(C)OC(=O)NC1=NC2(c3cc([N+](=O)[O-])ccc3F)COC(CF)CC2CS1. As a reaction SMILES: [C:72](=[O:73])([OH:74])[O-:75].[CH3:1][O:2][CH2:3][CH2:4][N:5]([S:6]([F:7])([F:8])[F:11])[CH2:9][CH2:10][O:12][CH3:13].[Cl:77][CH2:78][Cl:79].[N+:14](=[O:15])([O-:16])[c:17]1[cH:18][cH:19][c:20]([F:43])[c:21]([C:23]23[CH2:24][O:25][CH:26]([CH2:41][OH:42])[CH2:27][CH:28]2[CH2:29][S:30][C:31]([NH:33][C:34]([O:35][C:36]([CH3:37])([CH3:38])[CH3:39])=[O:40])=[N:32]3)[cH:22]1.[NH2:44][c:45]1[cH:46][cH:47][c:48]([F:49])[c:50]([C:51]23[N:52]=[C:53]([NH:54][C:55](=[O:56])[O:57][C:58]([CH3:59])([CH3:60])[CH3:61])[S:62][CH2:63][CH:64]2[CH:65]([O:66][CH3:67])[CH2:68][O:69][CH2:70]3)[cH:71]1.[Na+:76]>>[F:11][CH2:41][CH:26]1[O:25][CH2:24][C:23]2([c:21]3[c:20]([F:43])[cH:19][cH:18][c:17]([N+:14](=[O:15])[O-:16])[cH:22]3)[CH:28]([CH2:27]1)[CH2:29][S:30][C:31]([NH:33][C:34]([O:35][C:36]([CH3:37])([CH3:38])[CH3:39])=[O:40])=[N:32]2. Reactants: C1CCOC1, CO, COC(=O)c1cccc2cc(-c3ccc(OCc4c(-c5c(Cl)cccc5Cl)noc4C(C)C)cc3Cl)ccc12, Cl, [Na+], [OH-]. Yields the product CC(C)c1onc(-c2c(Cl)cccc2Cl)c1COc1ccc(-c2ccc3c(C(=O)O)cccc3c2)c(Cl)c1. Reaction SMILES: [CH2:40]1[O:41][CH2:42][CH2:43][CH2:44]1.[CH3:48][OH:49].[Cl:1][c:2]1[c:3](-[c:26]2[cH:27][c:28]3[cH:29][cH:30][cH:31][c:32]([C:36](=[O:37])[O:38][CH3:39])[c:33]3[cH:34][cH:35]2)[cH:4][cH:5][c:6]([O:8][CH2:9][c:10]2[c:11](-[c:18]3[c:19]([Cl:25])[cH:20][cH:21][cH:22][c:23]3[Cl:24])[n:12][o:13][c:14]2[CH:15]([CH3:16])[CH3:17])[cH:7]1.[ClH:47].[Na+:46].[OH-:45]>>[Cl:1][c:2]1[c:3](-[c:26]2[cH:27][c:28]3[cH:29][cH:30][cH:31][c:32]([C:36](=[O:37])[OH:38])[c:33]3[cH:34][cH:35]2)[cH:4][cH:5][c:6]([O:8][CH2:9][c:10]2[c:11](-[c:18]3[c:19]([Cl:25])[cH:20][cH:21][cH:22][c:23]3[Cl:24])[n:12][o:13][c:14]2[CH:15]([CH3:16])[CH3:17])[cH:7]1. Yields the product CCOC(=O)C(C)(C)c1ccc(N)cc1. Reactants: CCO, CI, [K+], CCOC(=O)C(C)c1ccc(N)cc1, [OH-], O. RXN SMILES: [CH3:19][CH2:20][OH:21].[CH3:1][I:2].[K+:18].[NH2:3][c:4]1[cH:5][cH:6][c:7]([CH:10]([C:11](=[O:12])[O:13][CH2:14][CH3:15])[CH3:16])[cH:8][cH:9]1.[OH-:17].[OH2:22]>>[NH2:3][c:4]1[cH:5][cH:6][c:7]([C:10]([C:11](=[O:12])[O:13][CH2:14][CH3:15])([CH3:16])[CH3:19])[cH:8][cH:9]1. The reactants are N#Cc1ccc(OCc2ccccc2)c(O)c1, CSc1nc(Cl)c([N+](=O)[O-])c(Cl)n1. Product: CSc1nc(Cl)c([N+](=O)[O-])c(Oc2cc(C#N)ccc2OCc2ccccc2)n1. Reaction SMILES: [CH2:14]([c:15]1[cH:16][cH:17][cH:18][cH:19][cH:20]1)[O:21][c:22]1[c:23]([OH:30])[cH:24][c:25]([C:28]#[N:29])[cH:26][cH:27]1.[CH3:1][S:2][c:3]1[n:4][c:5]([Cl:13])[c:6]([N+:10](=[O:11])[O-:12])[c:7]([Cl:9])[n:8]1>>[CH3:1][S:2][c:3]1[n:4][c:5]([Cl:13])[c:6]([N+:10](=[O:11])[O-:12])[c:7]([O:30][c:23]2[c:22]([O:21][CH2:14][c:15]3[cH:16][cH:17][cH:18][cH:19][cH:20]3)[cH:27][cH:26][c:25]([C:28]#[N:29])[cH:24]2)[n:8]1. The reactants are CN(C)C=O, ClC(Cl)Cl, Cc1cc(Nc2cccc(CO)n2)n[nH]1, O=S(Cl)Cl. The product is Cc1cc(Nc2cccc(CCl)n2)n[nH]1. Reaction SMILES: [CH3:24][N:25]([CH3:26])[CH:27]=[O:28].[CH:20]([Cl:21])([Cl:22])[Cl:23].[OH:1][CH2:2][c:3]1[cH:4][cH:5][cH:6][c:7]([NH:9][c:10]2[n:11][nH:12][c:13]([CH3:15])[cH:14]2)[n:8]1.[S:16]([Cl:17])([Cl:18])=[O:19]>>[CH2:2]([c:3]1[cH:4][cH:5][cH:6][c:7]([NH:9][c:10]2[n:11][nH:12][c:13]([CH3:15])[cH:14]2)[n:8]1)[Cl:18].